From a dataset of the Open Reaction Database (ORD), a public repository of structured organic reaction records. describe an organic reaction: reactants, conditions, products, and yield Reactants: OC=1C(=CC2=C(OCCO2)C1)C1C(N(C2=CC=C3C(=C12)SC=N3)CC3=CC=C(C=C3)OC)=O (8-(7-hydroxy-2,3-dihydro-1,4-benzodioxin-6-yl)-6-(4-methoxybenzyl)-6,8-dihydro-7H-[1,3]thiazolo[5,4-e]indol-7-one), C1(=CC=CC=C1)C(N1C(C(C2=CC=CC=C12)C1=C(C=C(C(=C1)C)OC)O)=O)C1=CC=CC=C1 (1-(diphenylmethyl)-3-(2-hydroxy-4-methoxy-5-methylphenyl)-1,3-dihydro-2H-indol-2-one). Product: COC1=CC=C(CN2C(C3(C4=C5C(=CC=C24)N=CS5)COC5=CC2=C(OCCO2)C=C53)=O)C=C1 (6′-(4-methoxybenzyl)-2,3-dihydrospiro[furo[2,3-g][1,4]benzodioxine-8,8′-[1,3]thiazolo[5,4-e]indol]-7′(6′H)-one). As a reaction SMILES: [OH:1][C:2]1[C:3]([CH:12]2[C:20]3[C:15](=[CH:16][CH:17]=[C:18]4[N:23]=[CH:22][S:21][C:19]4=3)[N:14]([CH2:24][C:25]3[CH:30]=[CH:29][C:28]([O:31][CH3:32])=[CH:27][CH:26]=3)[C:13]2=[O:33])=[CH:4][C:5]2[O:10][CH2:9][CH2:8][O:7][C:6]=2[CH:11]=1.[C:34]1(C(C2C=CC=CC=2)N2C3C(=CC=CC=3)C(C3C=C(C)C(OC)=CC=3O)C2=O)C=CC=CC=1>>[CH3:32][O:31][C:28]1[CH:29]=[CH:30][C:25]([CH2:24][N:14]2[C:15]3[C:20](=[C:19]4[S:21][CH:22]=[N:23][C:18]4=[CH:17][CH:16]=3)[C:12]3([C:3]4[C:2](=[CH:11][C:6]5[O:7][CH2:8][CH2:9][O:10][C:5]=5[CH:4]=4)[O:1][CH2:34]3)[C:13]2=[O:33])=[CH:26][CH:27]=1. Reported procedure: Following the procedure as described in EXAMPLE 2 and making non-critical variations using 8-(7-hydroxy-2,3-dihydro-1,4-benzodioxin-6-yl)-6-(4-methoxybenzyl)-6,8-dihydro-7H-[1,3]thiazolo[5,4-e]indol-7-one to replace 1-(diphenylmethyl)-3-(2-hydroxy-4-methoxy-5-methylphenyl)-1,3-dihydro-2H-indol-2-one, 6′-(4-methoxybenzyl)-2,3-dihydrospiro[furo[2,3-g][1,4]benzodioxine-8,8′-[1,3]thiazolo[5,4-e]indol]-7′(6′H)-one was obtained (80%) as a colorless solid: 1H NMR (300 MHz, CDCl3) δ8.76 (s, 1H), 7.99 (d...